From a dataset of the Open Reaction Database (ORD), a public repository of structured organic reaction records. describe an organic reaction: reactants, conditions, products, and yield Run at time 15 minute. As a reaction SMILES: [H-].[Na+].[CH3:3][N:4]1[CH:11]=[CH:10][C:8](=[O:9])[NH:7][C:5]1=[O:6].Br[CH2:13][CH2:14][CH2:15][CH2:16][CH:17]=[CH2:18].O>CS(C)=O>[CH2:18]([N:7]1[C:8](=[O:9])[CH:10]=[CH:11][N:4]([CH3:3])[C:5]1=[O:6])[CH2:17][CH2:16][CH2:15][CH:14]=[CH2:13] |f:0.1|. Isolated yield 71.8%. Solvent: CS(=O)C (dimethyl sulfoxide). Product: C(CCCC=C)N1C(N(C=CC1=O)C)=O (3-(5-hexenyl)-1-methyluracil). Reactants: O (water), [H-].[Na+] (sodium hydride), CN1C(=O)NC(=O)C=C1 (1-methyluracil), BrCCCCC=C (6-bromo-1-hexene). Reported procedure: A mixture of sodium hydride (86 mg, 3.6 mmol) and 1-methyluracil (500 mg, 4 mmol) in dimethyl sulfoxide (25 ml) was stirred for 15 minutes, and then 6-bromo-1-hexene (647 mg, 4 mmol) was added. After stirring for 20 hours, the reaction mixture was poured into water (50 ml) and extracted with 20% ethanol-dichloromethane (3×50 ml). The combined organic layers were washed with saturated aqueous sodium chloride solution (20 ml) and dried over sodium sulfate. The solvent was evaporated under vacuum t... The reactants are OC1C(CCC1)(C(=O)OCC)CC(C)C (Ethyl 2-hydroxy-1-iso-butyl-cyclopentane carboxylate), C(Cl)Cl (methylene chloride), C(C1=CC=CC=C1)(=O)Cl (benzoyl chloride). Run in N1=CC=CC=C1 (pyridine). Run at time 12 hour. The product is C(C(C)C)C1(C(CCC1)OC(C1=CC=CC=C1)=O)C(=O)OCC (Ethyl 1-iso-butyl-2-benzoyloxy-cyclopentane carboxylate). Reaction SMILES: [OH:1][CH:2]1[CH2:6][CH2:5][CH2:4][C:3]1([CH2:12][CH:13]([CH3:15])[CH3:14])[C:7]([O:9][CH2:10][CH3:11])=[O:8].C(Cl)Cl.[C:19](Cl)(=[O:26])[C:20]1[CH:25]=[CH:24][CH:23]=[CH:22][CH:21]=1>N1C=CC=CC=1>[CH2:12]([C:3]1([C:7]([O:9][CH2:10][CH3:11])=[O:8])[CH2:4][CH2:5][CH2:6][CH:2]1[O:1][C:19](=[O:26])[C:20]1[CH:25]=[CH:24][CH:23]=[CH:22][CH:21]=1)[CH:13]([CH3:14])[CH3:15]. Procedure details: Ethyl 2-hydroxy-1-iso-butyl-cyclopentane carboxylate (5.00 g) was diluted using 60 ml of methylene chloride. At room temperature and with magnetic stirring, pyridine (2.85 ml) was slowly added, then benzoyl chloride (4.15 ml,) was dropwise added. Upon the completion of the addition, the reaction was continued for 12 hours. Then solvent was removed, and the residue was extracted using ethyl acetate and water. Organic layer was washed, in turn, using 10% hydrochloric acid aqueous solution to pH of... The reactants are CCCC[N+](CCCC)(CCCC)CCCC, CO, [N-]=[N+]=NC1C(=O)N(S(=O)(=O)O)C1c1ccccc1, O=[Pt]. The product is NC1C(=O)N(S(=O)(=O)O)C1c1ccccc1. Reaction SMILES: [CH3:19][CH2:20][CH2:21][CH2:22][N+:23]([CH2:24][CH2:25][CH2:26][CH3:27])([CH2:28][CH2:29][CH2:30][CH3:31])[CH2:32][CH2:33][CH2:34][CH3:35].[CH3:36][OH:37].[N:1](=[N+:2]=[N-:3])[CH:4]1[C:5](=[O:18])[N:6]([S:14](=[O:15])(=[O:16])[OH:17])[CH:7]1[c:8]1[cH:9][cH:10][cH:11][cH:12][cH:13]1.[Pt:38]=[O:39]>>[NH2:1][CH:4]1[C:5](=[O:18])[N:6]([S:14](=[O:15])(=[O:16])[OH:17])[CH:7]1[c:8]1[cH:9][cH:10][cH:11][cH:12][cH:13]1.